This data is from the Open Reaction Database (ORD), a public repository of structured organic reaction records. The task is: describe an organic reaction: reactants, conditions, products, and yield Reactants: N1=NN=C2N1C1=CC=CC=C1NC2 (4,5-dihydrotetrazolo[1,5-a]quinoxaline), suspension, CI (methyl iodide), [H-].[Na+] (sodium hydride). Procedure: A solution of 1 g. of 4,5-dihydrotetrazolo[1,5-a]quinoxaline and 2 g. of methyl iodide in 50 ml. of dimethoxyethane was stirred with 1.5 g. of sodium hydride, as a 50 percent suspension in mineral oil, overnight at room temperature. The reaction mixture was then filtered and evaporated under vacuum. The residue was dissolved in ethyl acetate and extracted twice with water. The brown residue which resulted on evaporation of the dried organic layer was washed with cyclohexane, leaving 0.87 g. of c... The product is CN1CC=2N(C3=CC=CC=C13)N=NN2 (4,5-dihydro-5-methyltetrazolo[1,5-a]quinoxaline). Reaction SMILES: [N:1]1[N:5]2[C:6]3[C:11]([NH:12][CH2:13][C:4]2=[N:3][N:2]=1)=[CH:10][CH:9]=[CH:8][CH:7]=3.[CH3:14]I.[H-].[Na+]>C(COC)OC>[CH3:14][N:12]1[C:11]2[C:6](=[CH:7][CH:8]=[CH:9][CH:10]=2)[N:5]2[N:1]=[N:2][N:3]=[C:4]2[CH2:13]1 |f:2.3|. Solvent: C(OC)COC (dimethoxyethane). Reaction SMILES: [F:1][C:2]([F:19])([F:18])[C:3]1[CH:8]=[CH:7][C:6]([C:9]2[S:10][CH:11]=[C:12]([C:15]([CH3:17])=O)[C:13]=2[OH:14])=[CH:5][CH:4]=1.[NH:20]([C:22]([C:24]1[S:28][C:27]([C:29]([O:31][CH3:32])=[O:30])=[CH:26][CH:25]=1)=[O:23])[NH2:21].O.S(C1C=CC(C)=CC=1)(O)(=O)=O>>[F:1][C:2]([F:19])([F:18])[C:3]1[CH:8]=[CH:7][C:6]([C:9]2[S:10][CH:11]=[C:12]([C:15](=[N:21][NH:20][C:22]([C:24]3[S:28][C:27]([C:29]([O:31][CH3:32])=[O:30])=[CH:26][CH:25]=3)=[O:23])[CH3:17])[C:13]=2[OH:14])=[CH:5][CH:4]=1 |f:2.3|. Reported procedure: From 2-(4-trifluoromethylphenyl)-3-hydroxy-4-methylcarbonylthiophene (57.3 mg, 0.2 mmol), methyl 5-hydrazinocarbonyl-2-thiophenecarboxylate (40.0 mg, 0.2 mmol) and tosylic acid monohydrate (11.4 mg, 0.06 mmol), 68.0 mg of the desired product was obtained in the same manner as in Synthetic Example 65 as a pale yellow solid (yield 73%). The yield is 72.6%. Product: FC(C1=CC=C(C=C1)C1=C(C(=CS1)C(C)=NNC(=O)C1=CC=C(S1)C(=O)OC)O)(F)F (methyl 5-[(2-{1-[5-(4-trifluoromethylphenyl)-4-hydroxy-3-thienyl]ethylidene}hydrazino)carbonyl]-2-thiophenecarboxylate). Reactants: FC(C1=CC=C(C=C1)C=1SC=C(C1O)C(=O)C)(F)F (2-(4-trifluoromethylphenyl)-3-hydroxy-4-methylcarbonylthiophene), N(N)C(=O)C1=CC=C(S1)C(=O)OC (methyl 5-hydrazinocarbonyl-2-thiophenecarboxylate), O.S(=O)(=O)(O)C1=CC=C(C)C=C1 (tosylic acid monohydrate). Reactants: CC(C)(C)OC(=O)N(CCOc1cc(Cl)cc(C(=O)N(CCCCn2cncn2)C2CCCC2)c1)c1ccncc1, ClCCl, O=C(O)C(F)(F)F. Product: O=C(c1cc(Cl)cc(OCCNc2ccncc2)c1)N(CCCCn1cncn1)C1CCCC1. RXN SMILES: [C:1]([O:2][C:3](=[O:4])[N:7]([c:8]1[cH:9][cH:10][n:11][cH:12][cH:13]1)[CH2:14][CH2:15][O:16][c:17]1[cH:18][c:19]([Cl:40])[cH:20][c:21]([C:23]([N:24]([CH2:25][CH2:26][CH2:27][CH2:28][n:29]2[n:30][cH:31][n:32][cH:33]2)[CH:34]2[CH2:35][CH2:36][CH2:37][CH2:38]2)=[O:39])[cH:22]1)([CH3:5])([CH3:6])[CH3:41].[Cl:49][CH2:50][Cl:51].[OH:42][C:43]([C:44]([F:45])([F:46])[F:47])=[O:48]>>[NH:7]([c:8]1[cH:9][cH:10][n:11][cH:12][cH:13]1)[CH2:14][CH2:15][O:16][c:17]1[cH:18][c:19]([Cl:40])[cH:20][c:21]([C:23]([N:24]([CH2:25][CH2:26][CH2:27][CH2:28][n:29]2[n:30][cH:31][n:32][cH:33]2)[CH:34]2[CH2:35][CH2:36][CH2:37][CH2:38]2)=[O:39])[cH:22]1. The reactants are CS(=O)(=O)SCCOC=1C(=C(C(=O)OCC)C=CC1)C (ethyl 3-(2-methylsulfonylthioethoxy)-2-methylbenzoate), Cl (hydrochloric acid), CCOCC (ether), [Cl-].[Cl-].[Cl-].[Al+3] (aluminum trichloride). The solvent is [N+](=O)([O-])C (nitromethane). Reaction conditions: time 45 minute. Yields the product CC1=C(C=CC=2SCCOC21)C(=O)OCC (Ethyl 8-methyl-2,3-dihydrobenz-1,4-oxathiin-7-carboxylate). As a reaction SMILES: CS([S:5][CH2:6][CH2:7][O:8][C:9]1[C:10]([CH3:20])=[C:11]([CH:17]=[CH:18][CH:19]=1)[C:12]([O:14][CH2:15][CH3:16])=[O:13])(=O)=O.[Cl-].[Cl-].[Cl-].[Al+3].Cl.CCOCC>[N+](C)([O-])=O>[CH3:20][C:10]1[C:9]2[O:8][CH2:7][CH2:6][S:5][C:19]=2[CH:18]=[CH:17][C:11]=1[C:12]([O:14][CH2:15][CH3:16])=[O:13] |f:1.2.3.4|. Reported procedure: 1.0 g (3.4 mmol) of ethyl 3-(2-methylsulfonylthioethoxy)-2-methylbenzoate are dissolved in 5 ml of nitromethane. 0.42 g (3.14 mmol) of aluminum trichloride is added. The mixture is stirred at room temperature for 45 min. Working-up is carried out by addition of 10 ml of 2N hydrochloric acid and subsequent extraction with MTB ether. The combined organic phases are washed with water and sodium carbonate solution, dried over sodium sulfate and the solvent is distilled off. Reactants: BrC1(C(NC=2N=CC=C(C21)C#N)=O)Br (3,3-dibromo-2-oxo-2,3-dihydro-1H-pyrrolo[2,3-b]pyridine-4-carbonitrile), CC(=O)O (AcOH). Reagents/catalysts: [Zn] (Zinc). Solvent: CC#N (CH3CN). Run at time 2 hour. Yields the product O=C1CC2=C(N=CC=C2C#N)N1 (2-Oxo-2,3-dihydro-1H-pyrrolo[2,3-b]pyridine-4-carbonitrile). As a reaction SMILES: Br[C:2]1(Br)[C:10]2[C:9]([C:11]#[N:12])=[CH:8][CH:7]=[N:6][C:5]=2[NH:4][C:3]1=[O:13].CC(O)=O>CC#N.[Zn]>[O:13]=[C:3]1[NH:4][C:5]2[N:6]=[CH:7][CH:8]=[C:9]([C:11]#[N:12])[C:10]=2[CH2:2]1. Procedure details: To a stirred solution of 3,3-dibromo-2-oxo-2,3-dihydro-1H-pyrrolo[2,3-b]pyridine-4-carbonitrile (4 g) in CH3CN (75 mL) was added AcOH (2 mL) followed by Zinc dust (4, 63 mmol). Mixture was stirred for 2 h at RT and was filtered. Solvent was evaporated and MeOH was added. A solid precipitated, which was filtered and dried.